Task: describe an organic reaction: reactants, conditions, products, and yield. Dataset: the Open Reaction Database (ORD), a public repository of structured organic reaction records Starting materials: Br, O=C([O-])[O-], COc1ccc2c(c1)CCC(CCN(C)C)C2, Cl, [K+], [K+], [Na+], [OH-]. The product is CN(C)CCC1CCc2cc(O)ccc2C1, Cl. RXN SMILES: [BrH:27].[C:21](=[O:22])([O-:23])[O-:24].[CH3:2][N:3]([CH3:4])[CH2:5][CH2:6][CH:7]1[CH2:8][c:9]2[cH:10][cH:11][c:12]([O:17][CH3:18])[cH:13][c:14]2[CH2:15][CH2:16]1.[ClH:1].[K+:25].[K+:26].[Na+:20].[OH-:19]>>[CH3:2][N:3]([CH3:4])[CH2:5][CH2:6][CH:7]1[CH2:8][c:9]2[cH:10][cH:11][c:12]([OH:17])[cH:13][c:14]2[CH2:15][CH2:16]1.[ClH:1]. The reactants are [H-].[Na+] (sodium hydride), Cl (HCl), C(C)(=O)NC=1C=C(C(=CC1C(C)=O)C(C)=O)O (3-Acetamido-4,6-diacetylphenol), C(C)I (ethyliodide). Solvent: CN1C(CCC1)=O (NMP), C(C)O (ethanol), CN1C(CCC1)=O (N-methylpyrrolidone). Run at time 2 hour. Product: C(C)(=O)C1=C(C=C(C(=C1)C(C)=O)O)NCC (4,6-Diacetyl-3-ethylaminophenol). Isolated yield 63.0%. Reaction SMILES: [C:1]([NH:4][C:5]1[CH:6]=[C:7]([OH:17])[C:8]([C:14](=[O:16])[CH3:15])=[CH:9][C:10]=1[C:11](=[O:13])[CH3:12])(=O)[CH3:2].[H-].[Na+].C(I)C.Cl>CN1CCCC1=O.C(O)C>[C:11]([C:10]1[CH:9]=[C:8]([C:14](=[O:16])[CH3:15])[C:7]([OH:17])=[CH:6][C:5]=1[NH:4][CH2:1][CH3:2])(=[O:13])[CH3:12] |f:1.2|. Procedure: 3-Acetamido-4,6-diacetylphenol (0.01 mole) in N-methylpyrrolidone (NMP) (20 ml) was added to a cooled (<5° C.), stirred suspension of sodium hydride (0.022 mole) in NMP (5 ml). After 15 minutes the mixture was treated with ethyliodide (0.019 mole). After two hours at <5° C., the mixture was acidified with ethanol/conc. HCl (1:1, 20 ml) and heated to reflux for 21/2 hours. The mixture was allowed to cool and the crystalline subtitle compound isolated by filtration. Yield 63%, mp 103°-104° C. The reactants are COC=1C=C(CC2=NC(=NN2C2=NC(=NC(=C2)C2C(C2)B2OC(C(O2)(C)C)(C)C)C)C)C=CC1OC (4-(5-(3,4-dimethoxybenzyl)-3-methyl-1H-1,2,4-triazol-1-yl)-2-methyl-6-(2-(4,4,5,5-tetramethyl-1,3,2-dioxaborolan-2-yl)cyclopropyl)pyrimidine), BrC1=NC=C(C=C1)C (2-bromo-5-methylpyridine), C([O-])([O-])=O.[Cs+].[Cs+] (cesium carbonate), C(CCC)P(C12CC3CC(CC(C1)C3)C2)C23CC1CC(CC(C2)C1)C3 (butyldi-1-adamantylphosphine). The reagents and catalysts are C(C)(=O)[O-].[Pd+2].C(C)(=O)[O-] (palladium(II) acetate). Solvent: C1(=CC=CC=C1)C (toluene), O (water). Product: COC=1C=C(CC2=NC(=NN2C2=NC(=NC(=C2)C2C(C2)C2=NC=C(C=C2)C)C)C)C=CC1OC (4-(5-(3,4-dimethoxybenzyl)-3-methyl-1H-1,2,4-triazol-1-yl)-2-methyl-6-(2-(5-methylpyridin-2-yl)cyclopropyl)pyrimidine). RXN SMILES: [CH3:1][O:2][C:3]1[CH:4]=[C:5]([CH:32]=[CH:33][C:34]=1[O:35][CH3:36])[CH2:6][C:7]1[N:11]([C:12]2[CH:17]=[C:16]([CH:18]3[CH2:20][CH:19]3B3OC(C)(C)C(C)(C)O3)[N:15]=[C:14]([CH3:30])[N:13]=2)[N:10]=[C:9]([CH3:31])[N:8]=1.Br[C:38]1[CH:43]=[CH:42][C:41]([CH3:44])=[CH:40][N:39]=1.C(=O)([O-])[O-].[Cs+].[Cs+].C(P(C12CC3CC(CC(C3)C1)C2)C12CC3CC(CC(C3)C1)C2)CCC>C1(C)C=CC=CC=1.O.C([O-])(=O)C.[Pd+2].C([O-])(=O)C>[CH3:1][O:2][C:3]1[CH:4]=[C:5]([CH:32]=[CH:33][C:34]=1[O:35][CH3:36])[CH2:6][C:7]1[N:11]([C:12]2[CH:17]=[C:16]([CH:18]3[CH2:20][CH:19]3[C:38]3[CH:43]=[CH:42][C:41]([CH3:44])=[CH:40][N:39]=3)[N:15]=[C:14]([CH3:30])[N:13]=2)[N:10]=[C:9]([CH3:31])[N:8]=1 |f:2.3.4,8.9.10|. Reported procedure: A slurry of crude 4-(5-(3,4-dimethoxybenzyl)-3-methyl-1H-1,2,4-triazol-1-yl)-2-methyl-6-(2-(4,4,5,5-tetramethyl-1,3,2-dioxaborolan-2-yl)cyclopropyl)pyrimidine (3-2, 88 mg, 0.179 mmol, 1.0 eq), 2-bromo-5-methylpyridine (92 mg, 0.537 mmol, 3.0 eq.), cesium carbonate (233 mg, 0.716 mmol, 4.0 eq.), palladium(II) acetate (4.02 mg, 0.018 mmol, 0.10 eq.), and butyldi-1-adamantylphosphine (19.26 mg, 0.054 mmol, 0.30 eq.) in toluene (1 ml) and water (300 μL) was heated at 100° C. for 16 hours. The solven... Solvent: C(C)(=O)OCC (ethyl acetate), CCCCCC (n-hexane). Product: C(C)(C)(C)N1N=CC(=C(C1=O)C)NC(=O)C1=CC=NC=C1 (2-tert-butyl-4-methyl-5-(4-pyridylcarbonylamino)pyridazin-3-(2H)-one). RXN SMILES: [NH2:1][C:2]1[CH:7]=[N:6][N:5]([C:8]([CH3:11])([CH3:10])[CH3:9])[C:4](=[O:12])[C:3]=1[CH3:13].[N:14]1[CH:19]=[CH:18][C:17]([C:20](Cl)=[O:21])=[CH:16][CH:15]=1.C(=O)([O-])[O-].[K+].[K+].CC(C)=O>C(OCC)(=O)C.CCCCCC>[C:8]([N:5]1[C:4](=[O:12])[C:3]([CH3:13])=[C:2]([NH:1][C:20]([C:17]2[CH:18]=[CH:19][N:14]=[CH:15][CH:16]=2)=[O:21])[CH:7]=[N:6]1)([CH3:9])([CH3:11])[CH3:10] |f:2.3.4|. The reactants are NC1=C(C(N(N=C1)C(C)(C)C)=O)C (5-amino-2-tert-butyl-4-methylpyridazin-3-(2H)-one), N1=CC=C(C=C1)C(=O)Cl (4-pyridylcarbonyl chloride), C([O-])([O-])=O.[K+].[K+] (potassium carbonate), CC(=O)C (acetone). Reaction conditions: time 40 minute. Procedure: 0.72 of 5-amino-2-tert-butyl-4-methylpyridazin-3-(2H)-one, 0.57 g of 4-pyridylcarbonyl chloride, 0.55 g of anhydrous potassium carbonate and 30 ml of dry acetone were mixed and vigorously stirred at room temperature for 40 minutes. Acetone was distilled off under reduced pressure, and the residue was extracted with 150 ml of methylene chloride and washed twice with water. Then, It was dried over anhydrous sodium sulfate and concentrated. The residue thereby obtained was subjected to column chrom... Reactants: O=C([O-])[O-], CCOC(=O)C1CCCCCC1=O, C=CCBr, CCCC[N+](CCCC)(CCCC)CCCC, [I-], [K+], [K+], CN(C)C=O, O. Product: C=CCC1(C(=O)OCC)CCCCCC1=O. As a reaction SMILES: [C:14](=[O:15])([O-:16])[O-:17].[C:1](=[O:2])([O:3][CH2:4][CH3:5])[CH:6]1[C:7](=[O:13])[CH2:8][CH2:9][CH2:10][CH2:11][CH2:12]1.[CH2:20]([CH:21]=[CH2:22])[Br:23].[CH2:26]([N+:27]([CH2:28][CH2:29][CH2:30][CH3:31])([CH2:32][CH2:33][CH2:34][CH3:35])[CH2:36][CH2:37][CH2:38][CH3:39])[CH2:40][CH2:41][CH3:42].[I-:25].[K+:18].[K+:19].[O:43]=[CH:44][N:45]([CH3:46])[CH3:47].[OH2:24]>>[C:1](=[O:2])([O:3][CH2:4][CH3:5])[C:6]1([CH2:22][CH:21]=[CH2:20])[C:7](=[O:13])[CH2:8][CH2:9][CH2:10][CH2:11][CH2:12]1.